Dataset: the Open Reaction Database (ORD), a public repository of structured organic reaction records. Task: describe an organic reaction: reactants, conditions, products, and yield The reactants are ClCC=1C2=CC=CC=C2C=C2C=CC=CC12 (9-chloromethylanthracene), P(OCC)(OCC)OCC (triethyl phosphite). Run in CCCCCC (n-hexane). Reaction conditions: temperature 140 celsius. Yields the product C1=CC=CC2=CC3=CC=CC=C3C(=C12)CP(OCC)(OCC)=O (diethyl 9-anthrylmethylphosphonate), crude product. Reaction SMILES: Cl[CH2:2][C:3]1[C:4]2[C:9]([CH:10]=[C:11]3[C:16]=1[CH:15]=[CH:14][CH:13]=[CH:12]3)=[CH:8][CH:7]=[CH:6][CH:5]=2.[P:17]([O:24]CC)([O:21][CH2:22][CH3:23])[O:18][CH2:19][CH3:20]>CCCCCC>[CH:5]1[C:4]2[C:9](=[CH:10][C:11]3[C:16]([C:3]=2[CH2:2][P:17](=[O:24])([O:21][CH2:22][CH3:23])[O:18][CH2:19][CH3:20])=[CH:15][CH:14]=[CH:13][CH:12]=3)[CH:8]=[CH:7][CH:6]=1. Procedure details: After a mixture of 28.5g of 9-chloromethylanthracene and 62.3g of triethyl phosphite was heated at a temperature of 140° C for 2 hours with stirring, the mixture was cooled to a room temperature to obtain light yellowish needle-like crystalline product. The crystalline product was filtered off and washed with petroleum ether, and then dried. A crude product was obtained in a yield of 34.4g (83.8%). A pure crystalline product of diethyl 9-anthrylmethylphosphonate (m.p. 103.5° C - 104° C) was obta... Starting materials: COCCOC (DME), C(=O)([O-])[O-].[Na+].[Na+] (Na2CO3), ClC1=NC=C(C(=N1)NC=1C2=C(NN1)C(N(C2)C(=O)C2(CCN(CC2)C)F)(C)C)F ([3-(2-Chloro-5-fluoro-pyrimidin-4-ylamino)-6,6-dimethyl-4,6-dihydro-1H-pyrrolo[3,4-c]pyrazol-5-yl]-(4-fluoro-1-methyl-piperidin-4-yl)-methanone), CC1(OB(OC1(C)C)C=C)C (4,4,5,5-tetramethyl-2-vinyl-1,3,2 dioxaborolane). Reagents/catalysts: C1=CC=C(C=C1)[PH+](C2=CC=CC=C2)[C]3[CH][CH][CH][CH]3.C1=CC=C(C=C1)[PH+](C2=CC=CC=C2)[C]3[CH][CH][CH][CH]3.C(Cl)Cl.Cl[Pd]Cl.[Fe] (dichloro[1,1′-bis(diphenylphosphino)ferrocene]palladium(II) dichloromethane adduct). Run in O (water). Run at temperature 100 celsius. The product is FC1(CCN(CC1)C)C(=O)N1C(C=2NN=C(C2C1)NC1=NC(=NC=C1F)C=C)(C)C (5-[(4-fluoro-1-methylpiperidin-4-yl)carbonyl]-N-(5-fluoro-2-vinylpyrimidin-4-yl)-6,6-dimethyl-1,4,5,6-tetrahydropyrrolo[3,4-c]pyrazol-3-amine), foam. Yield: 95.0%. Reaction SMILES: Cl[C:2]1[N:7]=[C:6]([NH:8][C:9]2[C:10]3[CH2:16][N:15]([C:17]([C:19]4([F:26])[CH2:24][CH2:23][N:22]([CH3:25])[CH2:21][CH2:20]4)=[O:18])[C:14]([CH3:28])([CH3:27])[C:11]=3[NH:12][N:13]=2)[C:5]([F:29])=[CH:4][N:3]=1.[CH3:30][C:31]1(C)C(C)(C)OB(C=C)O1.C([O-])([O-])=O.[Na+].[Na+].COCCOC>C1C=CC([PH+]([C]2[CH][CH][CH][CH]2)C2C=CC=CC=2)=CC=1.C1C=CC([PH+]([C]2[CH][CH][CH][CH]2)C2C=CC=CC=2)=CC=1.C(Cl)Cl.Cl[Pd]Cl.[Fe].O>[F:26][C:19]1([C:17]([N:15]2[CH2:16][C:10]3[C:9]([NH:8][C:6]4[C:5]([F:29])=[CH:4][N:3]=[C:2]([CH:30]=[CH2:31])[N:7]=4)=[N:13][NH:12][C:11]=3[C:14]2([CH3:28])[CH3:27])=[O:18])[CH2:24][CH2:23][N:22]([CH3:25])[CH2:21][CH2:20]1 |f:2.3.4,6.7.8.9.10,^1:57,58,59,60,61,75,76,77,78,79|. Procedure details: To a pressure vessel was added starting material [3-(2-Chloro-5-fluoro-pyrimidin-4-ylamino)-6,6-dimethyl-4,6-dihydro-1H-pyrrolo[3,4-c]pyrazol-5-yl]-(4-fluoro-1-methyl-piperidin-4-yl)-methanone (0.375 g, 0.881 mmol), 4,4,5,5-tetramethyl-2-vinyl-1,3,2 dioxaborolane (0.407 g, 2.64 mmol), Na2CO3 (0.280 g, 2.64 mmol) and dichloro[1,1′-bis(diphenylphosphino)ferrocene]palladium(II) dichloromethane adduct (0.144 g, 0.176 mmol) followed by DME (10 mL) and water (2 mL). The reaction mixture was purged wit... The product is C(C)[C@H]1CCC2=C(C=CO2)[C@H]1N (cis 5-ethyl-4,5,6,7-tetrahydro-1-benzofuran-4-amine). Procedure: Following the procedure for the preparation of cis-5-propyl-4,5,6,7-tetrahydro-1-benzothiophen-4-amine but substituting (4E) and (4Z)-5-ethyl-6,7-dihydro-1-benzofuran-4(5H)-one oxime and making non-critical variations provided the title compound as a oil: 1H NMR (CDCl3) δ 1.02, 1.30-1.73, 2.50-2.67, 3.84, 6.38, 7.27; HRMS (FAB) calcd for C10H15NO+H 166.1232, found 166.1231. Anal. Calcd for C10H15NO: C, 72.69; H, 9.15; N, 8.48. Found: C, 72.33; H, 9.14; N, 8.08. Reactants: C(CC)[C@H]1CCC2=C(C=CS2)[C@H]1N (cis-5-propyl-4,5,6,7-tetrahydro-1-benzothiophen-4-amine), ( 4E ), C(C)C/1CCC2=C(C=CO2)\C1=N/O ((4Z)-5-ethyl-6,7-dihydro-1-benzofuran-4(5H)-one oxime). As a reaction SMILES: C([C@@H]1[C@H](N)C2C=CSC=2CC1)CC.[CH2:14]([CH:16]1[CH2:17][CH2:18][C:19]2[O:23][CH:22]=[CH:21][C:20]=2/[C:24]/1=[N:25]\O)[CH3:15]>>[CH2:14]([C@@H:16]1[C@H:24]([NH2:25])[C:20]2[CH:21]=[CH:22][O:23][C:19]=2[CH2:18][CH2:17]1)[CH3:15].